This data is from the Open Reaction Database (ORD), a public repository of structured organic reaction records. The task is: describe an organic reaction: reactants, conditions, products, and yield The reactants are BrCc1ccccc1, [K+], [K+], CCOC(=O)C1CCNCC1, O=C([O-])[O-], CN(C)C=O, O. Product: CCOC(=O)C1CCN(Cc2ccccc2)CC1. RXN SMILES: [Br:1][CH2:2][c:3]1[cH:4][cH:5][cH:6][cH:7][cH:8]1.[K+:20].[K+:21].[NH:9]1[CH2:10][CH2:11][CH:12]([C:13](=[O:14])[O:15][CH2:16][CH3:17])[CH2:18][CH2:19]1.[O-:22][C:23]([O-:24])=[O:25].[O:27]=[CH:28][N:29]([CH3:30])[CH3:31].[OH2:26]>>[CH2:2]([c:3]1[cH:4][cH:5][cH:6][cH:7][cH:8]1)[N:9]1[CH2:10][CH2:11][CH:12]([C:13](=[O:14])[O:15][CH2:16][CH3:17])[CH2:18][CH2:19]1.